Dataset: the Open Reaction Database (ORD), a public repository of structured organic reaction records. Task: describe an organic reaction: reactants, conditions, products, and yield Reactants: C[Si](C)(C)Cl, CO, Cl, NCCC(C(=O)O)c1ccccc1. Yields the product Cl, COC(=O)C(CCN)c1ccccc1. Reaction SMILES: [CH3:15][Si:16]([CH3:17])([CH3:18])[Cl:19].[CH3:20][OH:21].[ClH:1].[NH2:2][CH2:3][CH2:4][CH:5]([C:6](=[O:7])[OH:8])[c:9]1[cH:10][cH:11][cH:12][cH:13][cH:14]1>>[ClH:19].[NH2:2][CH2:3][CH2:4][CH:5]([C:6](=[O:7])[O:8][CH3:15])[c:9]1[cH:10][cH:11][cH:12][cH:13][cH:14]1. Starting materials: CO, COC(=O)c1cc(OC(Cc2cncn2C)c2nccs2)ccc1CCc1ccc(F)cc1, [Na+], [OH-], O. The product is Cn1cncc1CC(Oc1ccc(CCc2ccc(F)cc2)c(C(=O)O)c1)c1nccs1. As a reaction SMILES: [CH3:36][OH:37].[F:1][c:2]1[cH:3][cH:4][c:5]([CH2:6][CH2:7][c:8]2[c:9]([C:10](=[O:11])[O:12][CH3:13])[cH:14][c:15]([O:18][CH:19]([CH2:20][c:21]3[cH:22][n:23][cH:24][n:25]3[CH3:26])[c:27]3[s:28][cH:29][cH:30][n:31]3)[cH:16][cH:17]2)[cH:32][cH:33]1.[Na+:35].[OH-:34].[OH2:38]>>[F:1][c:2]1[cH:3][cH:4][c:5]([CH2:6][CH2:7][c:8]2[c:9]([C:10](=[O:11])[OH:12])[cH:14][c:15]([O:18][CH:19]([CH2:20][c:21]3[cH:22][n:23][cH:24][n:25]3[CH3:26])[c:27]3[s:28][cH:29][cH:30][n:31]3)[cH:16][cH:17]2)[cH:32][cH:33]1. Starting materials: [BH4-], C[O-], CO, CC(c1ccc(N)cc1Cl)C(O)(c1ccnc(Cl)c1)C(F)(F)F, [Na+], [Na+], O. Yields the product CNc1ccc(C(C)C(O)(c2ccnc(Cl)c2)C(F)(F)F)c(Cl)c1. As a reaction SMILES: [BH4-:27].[CH3:24][O-:25].[CH3:30][OH:31].[NH2:1][c:2]1[cH:3][c:4]([Cl:23])[c:5]([CH:8]([C:9]([C:10]([F:11])([F:12])[F:13])([OH:14])[c:15]2[cH:16][c:17]([Cl:21])[n:18][cH:19][cH:20]2)[CH3:22])[cH:6][cH:7]1.[Na+:26].[Na+:28].[OH2:29]>>[NH:1]([c:2]1[cH:3][c:4]([Cl:23])[c:5]([CH:8]([C:9]([C:10]([F:11])([F:12])[F:13])([OH:14])[c:15]2[cH:16][c:17]([Cl:21])[n:18][cH:19][cH:20]2)[CH3:22])[cH:6][cH:7]1)[CH3:24]. Starting materials: CC(C)(C)OC(=O)N1CCCC1C(=O)O, CN1CCOCC1, CCOC(C)=O, Cl, CNC(=O)C(Cc1ccc2ccccc2c1)N1CCN(C(=O)C(N)Cc2ccc(F)cc2)C(COC)C1, CN(C)C=O, O, On1nnc2ccccc21. The product is CNC(=O)C(Cc1ccc2ccccc2c1)N1CCN(C(=O)C(Cc2ccc(F)cc2)NC(=O)C2CCCN2C(=O)OC(C)(C)C)C(COC)C1. As a reaction SMILES: [C:39](=[O:40])([O:41][C:42]([CH3:43])([CH3:44])[CH3:45])[N:46]1[CH:47]([C:48](=[O:49])[OH:50])[CH2:51][CH2:52][CH2:53]1.[CH3:64][N:65]1[CH2:66][CH2:67][O:68][CH2:69][CH2:70]1.[CH3:77][CH2:78][O:79][C:80]([CH3:81])=[O:82].[ClH:38].[NH2:1][CH:2]([C:3](=[O:4])[N:5]1[CH:6]([CH2:27][O:28][CH3:29])[CH2:7][N:8]([CH:11]([C:12](=[O:13])[NH:14][CH3:15])[CH2:16][c:17]2[cH:18][c:19]3[cH:20][cH:21][cH:22][cH:23][c:24]3[cH:25][cH:26]2)[CH2:9][CH2:10]1)[CH2:30][c:31]1[cH:32][cH:33][c:34]([F:37])[cH:35][cH:36]1.[O:71]=[CH:72][N:73]([CH3:74])[CH3:75].[OH2:76].[OH:54][n:55]1[c:56]2[cH:57][cH:58][cH:59][cH:60][c:61]2[n:62][n:63]1>>[NH:1]([CH:2]([C:3](=[O:4])[N:5]1[CH:6]([CH2:27][O:28][CH3:29])[CH2:7][N:8]([CH:11]([C:12](=[O:13])[NH:14][CH3:15])[CH2:16][c:17]2[cH:18][c:19]3[cH:20][cH:21][cH:22][cH:23][c:24]3[cH:25][cH:26]2)[CH2:9][CH2:10]1)[CH2:30][c:31]1[cH:32][cH:33][c:34]([F:37])[cH:35][cH:36]1)[C:48]([CH:47]1[N:46]([C:39](=[O:40])[O:41][C:42]([CH3:43])([CH3:44])[CH3:45])[CH2:53][CH2:52][CH2:51]1)=[O:49].